This data is from the Open Reaction Database (ORD), a public repository of structured organic reaction records. The task is: describe an organic reaction: reactants, conditions, products, and yield Starting materials: O=C1CCC(=O)N1Br, ClCCl, O=C(O)C(CC1CCCC1)c1ccc(S(=O)(=O)C(F)(F)F)cc1, Nc1ccc(Br)cn1, c1ccc(P(c2ccccc2)c2ccccc2)cc1. Yields the product O=C(Nc1ccc(Br)cn1)C(CC1CCCC1)c1ccc(S(=O)(=O)C(F)(F)F)cc1. As a reaction SMILES: [Br:20][N:21]1[C:22](=[O:23])[CH2:24][CH2:25][C:26]1=[O:27].[CH2:59]([Cl:60])[Cl:61].[CH:28]1([CH2:33][CH:34]([C:35](=[O:36])[OH:37])[c:38]2[cH:39][cH:40][c:41]([S:44](=[O:45])(=[O:46])[C:47]([F:48])([F:49])[F:50])[cH:42][cH:43]2)[CH2:29][CH2:30][CH2:31][CH2:32]1.[NH2:51][c:52]1[n:53][cH:54][c:55]([Br:58])[cH:56][cH:57]1.[c:1]1([P:2]([c:3]2[cH:4][cH:5][cH:6][cH:7][cH:8]2)[c:9]2[cH:10][cH:11][cH:12][cH:13][cH:14]2)[cH:15][cH:16][cH:17][cH:18][cH:19]1>>[CH:28]1([CH2:33][CH:34]([C:35](=[O:36])[NH:51][c:52]2[n:53][cH:54][c:55]([Br:58])[cH:56][cH:57]2)[c:38]2[cH:39][cH:40][c:41]([S:44](=[O:45])(=[O:46])[C:47]([F:48])([F:49])[F:50])[cH:42][cH:43]2)[CH2:29][CH2:30][CH2:31][CH2:32]1. The reactants are [N+](=O)([O-])C1=C(C2=CC=CC=C2C(=C1)[N+](=O)[O-])NS(=O)(=O)C1=CC=C(C=C1)C (N-(2,4-dinitro-1-naphthyl)-4-methylphenylsulfonamide), C(C)(C)(C)[O-].[K+] (potassium tert-butanolate), BrCC(=O)OCC (ethyl bromoacetate), ice water. The solvent is CN(C=O)C (dimethylformamide), CN(C=O)C (dimethylformamide). Reaction conditions: time 30 minute. Yields the product C(C)OC(=O)CN(S(=O)(=O)C1=CC=C(C=C1)C)C1=C(C=C(C2=CC=CC=C12)[N+](=O)[O-])[N+](=O)[O-] (N-(Ethoxycarbonylmethyl)-N-(2,4-dinitro-1-naphthyl)-4-methylphenylsulfonamide). Yield: 75.9%. RXN SMILES: [N+:1]([C:4]1[CH:13]=[C:12]([N+:14]([O-:16])=[O:15])[C:11]2[C:6](=[CH:7][CH:8]=[CH:9][CH:10]=2)[C:5]=1[NH:17][S:18]([C:21]1[CH:26]=[CH:25][C:24]([CH3:27])=[CH:23][CH:22]=1)(=[O:20])=[O:19])([O-:3])=[O:2].C([O-])(C)(C)C.[K+].Br[CH2:35][C:36]([O:38][CH2:39][CH3:40])=[O:37]>CN(C)C=O>[CH2:39]([O:38][C:36]([CH2:35][N:17]([C:5]1[C:6]2[C:11](=[CH:10][CH:9]=[CH:8][CH:7]=2)[C:12]([N+:14]([O-:16])=[O:15])=[CH:13][C:4]=1[N+:1]([O-:3])=[O:2])[S:18]([C:21]1[CH:26]=[CH:25][C:24]([CH3:27])=[CH:23][CH:22]=1)(=[O:20])=[O:19])=[O:37])[CH3:40] |f:1.2|. Reported procedure: 60 g (155 mmol) of N-(2,4-dinitro-1-naphthyl)-4-methylphenylsulfonamide (J. Soc. Chem. 1935, 1855) were dissolved in 500 ml of anhydrous dimethylformamide under protective gas and 19.1 g (170 mmol) of potassium tert-butanolate were added a little at a time. The mixture was stirred at room temperature for about 30 minutes, and then 25.9 g (155 mmol) of ethyl bromoacetate dissolved in 50 ml of anhydrous dimethylformamide were added dropwise. The mixture was then heated at 100° C. for 90 minutes an... Reactants: NC1=CC=C(C=C1)C(C(F)(F)F)(C(F)(F)F)O (2-(4-amino-phenyl)-1,1,1,3,3,3-hexafluoro-propan-2-ol), C1CCC2=NCCCN2CC1 (DBU), [Si](CC)(CC)(CC)Cl (TESCl). The solvent is CN(C)C=O (DMF). Conditions: time 8 hour. Yields the product FC(C(C(F)(F)F)(O[Si](CC)(CC)CC)C1=CC=C(C=C1)N)(F)F (4-(2,2,2-trifluoro-1-triethylsilanyloxy-1-trifluoromethyl-ethyl)-phenylamine). The yield is 90.2%. Reaction SMILES: [NH2:1][C:2]1[CH:7]=[CH:6][C:5]([C:8]([OH:17])([C:13]([F:16])([F:15])[F:14])[C:9]([F:12])([F:11])[F:10])=[CH:4][CH:3]=1.C1CCN2C(=NCCC2)CC1.[Si:29](Cl)([CH2:34][CH3:35])([CH2:32][CH3:33])[CH2:30][CH3:31]>CN(C=O)C>[F:16][C:13]([F:14])([F:15])[C:8]([C:5]1[CH:4]=[CH:3][C:2]([NH2:1])=[CH:7][CH:6]=1)([O:17][Si:29]([CH2:34][CH3:35])([CH2:32][CH3:33])[CH2:30][CH3:31])[C:9]([F:10])([F:11])[F:12]. Procedure details: A solution of 10 g (38.6 mmol) of 2-(4-amino-phenyl)-1,1,1,3,3,3-hexafluoro-propan-2-ol in 100 mL of DMF was treated with 6.3 mL (42.4 mmol) of DBU and then dropwise with 6.5 mL (38.6 mmol) of TESCl. After stirring the mixture at RT overnight the solvent was partially evaporated i.v. Distribution of the crude mixture between a diluted aqueous solution of NaOH and Et2O and drying of the combined organic phases over Na2SO4 gave 13 g (90%) of 4-(2,2,2-trifluoro-1-triethylsilanyloxy-1-trifluoromethy... Starting materials: COC(=O)c1ccc(C(=O)O)cn1, CCN=C=NCCCN(C)C, CN(C)C=O, CCN(C(C)C)C(C)C, Cl, NCC1CCN(c2nccc(C(F)(F)F)n2)CC1, Oc1cccc2[nH]nnc12. Product: COC(=O)c1ccc(C(=O)NCC2CCN(c3nccc(C(F)(F)F)n3)CC2)cn1. Reaction SMILES: [CH3:1][O:2][C:3](=[O:4])[c:5]1[n:6][cH:7][c:8]([C:9](=[O:10])[OH:11])[cH:12][cH:13]1.[CH3:43][N:44]([CH3:45])[CH2:46][CH2:47][CH2:48][N:49]=[C:50]=[N:51][CH2:52][CH3:53].[CH3:63][N:64]([CH3:65])[CH:66]=[O:67].[CH:54]([N:55]([CH2:56][CH3:57])[CH:58]([CH3:59])[CH3:60])([CH3:61])[CH3:62].[ClH:42].[F:14][C:15]([c:16]1[n:17][c:18]([N:22]2[CH2:23][CH2:24][CH:25]([CH2:28][NH2:29])[CH2:26][CH2:27]2)[n:19][cH:20][cH:21]1)([F:30])[F:31].[OH:32][c:33]1[c:34]2[n:35][n:36][nH:37][c:38]2[cH:39][cH:40][cH:41]1>>[CH3:1][O:2][C:3](=[O:4])[c:5]1[n:6][cH:7][c:8]([C:9](=[O:11])[NH:29][CH2:28][CH:25]2[CH2:24][CH2:23][N:22]([c:18]3[n:17][c:16]([C:15]([F:14])([F:30])[F:31])[cH:21][cH:20][n:19]3)[CH2:27][CH2:26]2)[cH:12][cH:13]1. Starting materials: C-24 tosylate, CNC (dimethylamine), O[C@@H]1C[C@@H]2CCC3=C4C(C[C@H]([C@@H](CCCC(C(F)(F)F)(C(F)(F)F)F)C)[C@]4(CC[C@@H]3[C@]2(CC1)C)C)=O (3β-hydroxy-25,26,26,26,27,27,27-heptafluoro-5α-cholest-8(14)-en-15-one), hydroxy. Run in C(C)(=O)O[C@@H]1C[C@@H]2CCC3=C4C(C[C@H]([C@@H](CCCO)C)[C@]4(CC[C@@H]3[C@]2(CC1)C)C)=O (3β-acetoxy-24-hydroxy-5α-chol-8(14)-en-15-one), C(C)(=O)O[C@@H]1C[C@@H]2CCC3=C4C(C[C@H]([C@@H](CCCO)C)[C@]4(CC[C@@H]3[C@]2(CC1)C)C)=O (3β-acetoxy-24-hydroxy-5α-chol-8(14)-en-15-one). Yields the product CC(C)CCC[C@@H](C)[C@H]1CC(C2=C3CCC4CCCC[C@]4(C)[C@H]3CC[C@]12C)=O (cholest-8(14)-en-15-one), O[C@@H]1C[C@@H]2CCC3=C4C(C[C@H]([C@@H](CCC(C(C)C)N(C)C)C)[C@]4(CC[C@@H]3[C@]2(CC1)C)C)=O (3β-hydroxy-24-dimethylamino-5α-cholest-8(14)-en-15-one). Reaction SMILES: [OH:1][C@H:2]1[CH2:33][CH2:32][C@@:31]2([CH3:34])[C@@H:4]([CH2:5][CH2:6][C:7]3[C@@H:30]2[CH2:29][CH2:28][C@@:27]2([CH3:35])[C:8]=3[C:9](=[O:36])[CH2:10][C@@H:11]2[C@H:12]([CH3:26])[CH2:13][CH2:14][CH2:15][C:16](F)([C:21](F)(F)F)[C:17](F)(F)F)[CH2:3]1.[CH3:37][NH:38][CH3:39]>C(O[C@H]1CC[C@@]2(C)[C@@H](CCC3[C@@H]2CC[C@@]2(C)C=3C(=O)C[C@@H]2[C@H](C)CCCO)C1)(=O)C>[CH3:21][CH:16]([CH2:15][CH2:14][CH2:13][C@H:12]([C@@H:11]1[C@:27]2([CH3:35])[C:8](=[C:7]3[C@H:30]([CH2:29][CH2:28]2)[C@:31]2([CH3:34])[CH:4]([CH2:3][CH2:2][CH2:33][CH2:32]2)[CH2:5][CH2:6]3)[C:9](=[O:36])[CH2:10]1)[CH3:26])[CH3:17].[OH:1][C@H:2]1[CH2:33][CH2:32][C@@:31]2([CH3:34])[C@@H:4]([CH2:5][CH2:6][C:7]3[C@@H:30]2[CH2:29][CH2:28][C@@:27]2([CH3:35])[C:8]=3[C:9](=[O:36])[CH2:10][C@@H:11]2[C@H:12]([CH3:26])[CH2:13][CH2:14][CH:15]([N:38]([CH3:39])[CH3:37])[CH:16]([CH3:21])[CH3:17])[CH2:3]1. Reported procedure: The synthetic protocols to be followed for preparing the preferred side chain derivatized cholest-8(14)-en-15-one compounds are known to those of skill in the art. For example, 3β-acetoxy-24-hydroxy-5α-chol-8(14)-en-15-one is converted to 3β-acetoxy-15-keto-5α-chol-8(14)-en-24-oic acid by oxidation of the alcohol with Jones reagent and subsequent hydrolysis of the C-3 acetate. Compounds such as 3β,24-dihydroxy-5α-cholest-8(14)-en-15-one, 3β,25-dihydroxy-5α-cholest-8(14)-en-15-one and 3β-hydroxy-... The reactants are N1CCOCC1 (morpholine), Cl.C(C)N=C=NCCCN(C)C (1-ethyl-3-(3-dimethylaminopropyl)carbodiimide hydrochloride), OC(C(=O)O)CCCCCC (2-hydroxy-n-octanoic acid), ON1C(CCC1=O)=O (N-hydroxysuccinimide). Solvent: C(Cl)Cl (methylene chloride), C(Cl)(Cl)Cl (chloroform). Product: N[C@H]([C@@H](O)C1=CC=CC=C1)CN1CCOCC1 ((1S,2S)-2-Amino-3-morpholino-1-phenyl-1-propanol). Reaction SMILES: [NH:1]1[CH2:6][CH2:5][O:4][CH2:3][CH2:2]1.OC(CCC[CH2:15][CH2:16][CH3:17])C(O)=O.ON1[C:23](=[O:24])[CH2:22][CH2:21][C:20]1=O.Cl.[CH2:27]([N:29]=C=NCCCN(C)C)[CH3:28]>C(Cl)Cl.C(Cl)(Cl)Cl>[NH2:29][C@@H:27]([CH2:28][N:1]1[CH2:6][CH2:5][O:4][CH2:3][CH2:2]1)[C@H:23]([C:22]1[CH:15]=[CH:16][CH:17]=[CH:20][CH:21]=1)[OH:24] |f:3.4|. Reported procedure: (1S,2S)-2-Amino-3-morpholino-1-phenyl-1-propanol was prepared in the same manner as in Example 11, except that morpholine was used in place of N-methylpiperazine. The compound obtained (99.2 mg, 0.42 mmol) was dissolved in methylene chloride, 2-hydroxy-n-octanoic acid (80.0 mg, 0.50 mmol) and N-hydroxysuccinimide (102.1 mg, 0.42 mmol) were added thereto at room temperature, and then 1-ethyl-3-(3-dimethylaminopropyl)carbodiimide hydrochloride (118.1 mg, 0.62 mmol) was added thereto under ice cool...